The task is: describe an organic reaction: reactants, conditions, products, and yield. This data is from the Open Reaction Database (ORD), a public repository of structured organic reaction records. Reactants: ClCC(C(C(CBr)Br)(C)C)=O (1-chloro-4,5-dibromo-3,3-dimethyl-2-pentanone), ClC1=CC=C(C=C1)O (4-chlorophenol), C([O-])([O-])=O.[K+].[K+] (potassium carbonate), O (water). Reaction SMILES: [Cl:1][C:2]1[CH:7]=[CH:6][C:5]([OH:8])=[CH:4][CH:3]=1.C(=O)([O-])[O-].[K+].[K+].O.Cl[CH2:17][C:18](=[O:26])[C:19]([CH3:25])([CH3:24])[CH:20]([Br:23])[CH2:21][Br:22]>C1(C)C=CC=CC=1>[Cl:1][C:2]1[CH:7]=[CH:6][C:5]([O:8][CH2:17][C:18](=[O:26])[C:19]([CH3:25])([CH3:24])[CH:20]([Br:23])[CH2:21][Br:22])=[CH:4][CH:3]=1 |f:1.2.3|. Product: ClC1=CC=C(OCC(C(C(CBr)Br)(C)C)=O)C=C1 (1-(4-chlorophenoxy)-4,5-dibromo-3,3-dimethyl-2-pentanone). Isolated yield 63.3%. Conditions: temperature 100 celsius, time 5 hour. Procedure: 70.7 g (0.55 mole) of 4-chlorophenol and 75.9 g (0.55 mole) of potassium carbonate are heated under reflux in 500 ml of toluene for 2 hours, using a water separator. 133 g (0.433 mole) of 1-chloro-4,5-dibromo-3,3-dimethyl-2-pentanone in 100 ml of toluene are then added at 70° C. The reaction mixture is stirred at 100° C. for 5 hours and is then allowed to cool, and is washed with water and dilute sodium hydroxide solution, dried over sodium sulphate and concentrated. 109.2 g (63.3% of theory) of... The solvent is C1(=CC=CC=C1)C (toluene), C1(=CC=CC=C1)C (toluene). The reactants are CN(C)C=O, CCOC(C)=O, NC1CCCC1, CCN(C(C)C)C(C)C, Cc1cc(Nc2cc(N3CCC3)nc(Sc3ccc(C(=O)O)cc3)n2)[nH]n1. The product is Cc1cc(Nc2cc(N3CCC3)nc(Sc3ccc(C(=O)NC4CCCC4)cc3)n2)[nH]n1. RXN SMILES: [CH3:43][N:44]([CH3:45])[CH:46]=[O:47].[CH3:48][CH2:49][O:50][C:51](=[O:52])[CH3:53].[CH:28]1([NH2:33])[CH2:29][CH2:30][CH2:31][CH2:32]1.[CH:34]([N:35]([CH:36]([CH3:37])[CH3:38])[CH2:39][CH3:40])([CH3:41])[CH3:42].[N:1]1([c:5]2[n:6][c:7]([S:18][c:19]3[cH:20][cH:21][c:22]([C:23](=[O:24])[OH:25])[cH:26][cH:27]3)[n:8][c:9]([NH:11][c:12]3[nH:13][n:14][c:15]([CH3:17])[cH:16]3)[cH:10]2)[CH2:2][CH2:3][CH2:4]1>>[N:1]1([c:5]2[n:6][c:7]([S:18][c:19]3[cH:20][cH:21][c:22]([C:23](=[O:24])[NH:33][CH:28]4[CH2:29][CH2:30][CH2:31][CH2:32]4)[cH:26][cH:27]3)[n:8][c:9]([NH:11][c:12]3[nH:13][n:14][c:15]([CH3:17])[cH:16]3)[cH:10]2)[CH2:2][CH2:3][CH2:4]1. Reactants: CN(C)C=O, CC(C)[N-]C(C)C, COc1ccc(Cl)cc1F, [Li+], C1CCOC1. Yields the product COc1ccc(Cl)c(C=O)c1F. Reaction SMILES: [CH3:19][N:20]([CH:21]=[O:22])[CH3:23].[CH:11]([N-:12][CH:13]([CH3:14])[CH3:15])([CH3:16])[CH3:17].[Cl:1][c:2]1[cH:3][c:4]([F:10])[c:5]([O:8][CH3:9])[cH:6][cH:7]1.[Li+:18].[O:24]1[CH2:25][CH2:26][CH2:27][CH2:28]1>>[Cl:1][c:2]1[c:3]([CH:21]=[O:22])[c:4]([F:10])[c:5]([O:8][CH3:9])[cH:6][cH:7]1. Reactants: ClC1=CC(=NC2=CC=C(C=C12)C)N1CCS(C2=C(C1)C=CC=C2)(=O)=O (4-(4-chloro-6-methylquinolin-2-yl)-2,3,4,5-tetrahydro-1,4-benzothiazepine 1,1-dioxide), N[C@@H](C)C(=O)O (L-alanine). Solvent: C1(=CC=CC=C1)O (phenol). Conditions: temperature 150 celsius. Yields the product O=S1(CCN(CC2=C1C=CC=C2)C2=NC1=CC=C(C=C1C(=C2)N[C@@H](C)C(=O)O)C)=O (N-[2-(1,1-Dioxido-2,3-dihydro-1,4-benzothiazepin-4(5H)-yl)-6-methylquinolin-4-yl]-L-alanine). Reaction SMILES: Cl[C:2]1[C:11]2[C:6](=[CH:7][CH:8]=[C:9]([CH3:12])[CH:10]=2)[N:5]=[C:4]([N:13]2[CH2:19][C:18]3[CH:20]=[CH:21][CH:22]=[CH:23][C:17]=3[S:16](=[O:25])(=[O:24])[CH2:15][CH2:14]2)[CH:3]=1.[NH2:26][C@H:27]([C:29]([OH:31])=[O:30])[CH3:28]>C1(O)C=CC=CC=1>[O:24]=[S:16]1(=[O:25])[C:17]2[CH:23]=[CH:22][CH:21]=[CH:20][C:18]=2[CH2:19][N:13]([C:4]2[CH:3]=[C:2]([NH:26][C@H:27]([C:29]([OH:31])=[O:30])[CH3:28])[C:11]3[C:6](=[CH:7][CH:8]=[C:9]([CH3:12])[CH:10]=3)[N:5]=2)[CH2:14][CH2:15]1. Procedure details: The mixture of 4-(4-chloro-6-methylquinolin-2-yl)-2,3,4,5-tetrahydro-1,4-benzothiazepine 1,1-dioxide (150 mg, 0.40 mmol, prepared in analogy to the one in Example 2-1) and L-alanine (360 mg, 4.0 mmol) in phenol (360 mg) was heated at 150° C. overnight. After being cooled to room temperature, the mixture was purified by preparative HPLC to afford the pure product as a solid. MS obsd. (ESI+) [(M+H)+] 426, 1H NMR (400 MHz, CD3OD) δ ppm 8.16-7.92 (m, 3 H), 7.84 (d, J=8.34 Hz, 1 H), 7.78-7.62 (m, 1 H... The reactants are CC(C)CCCC(C)C1CCC2(C#N)C3=C(CCC12C)C1(C)CCC(OC(=O)c2ccccc2)C(C)(C)C1CC3, [K+], [OH-], O. Yields the product CC(C)CCCC(C)C1CCC2(C#N)C3=C(CCC12C)C1(C)CCC(O)C(C)(C)C1CC3. RXN SMILES: [C:1](=[O:2])([c:3]1[cH:4][cH:5][cH:6][cH:7][cH:8]1)[O:9][CH:10]1[C:11]([CH3:39])([CH3:40])[CH:12]2[CH2:13][CH2:14][C:15]3=[C:31]([CH2:30][CH2:29][C:28]4([CH3:36])[C:16]3([C:37]#[N:38])[CH2:17][CH2:18][CH:19]4[CH:20]([CH2:21][CH2:22][CH2:23][CH:24]([CH3:25])[CH3:26])[CH3:27])[C:32]2([CH3:35])[CH2:33][CH2:34]1.[K+:43].[OH-:42].[OH2:41]>>[OH:9][CH:10]1[C:11]([CH3:39])([CH3:40])[CH:12]2[CH2:13][CH2:14][C:15]3=[C:31]([CH2:30][CH2:29][C:28]4([CH3:36])[C:16]3([C:37]#[N:38])[CH2:17][CH2:18][CH:19]4[CH:20]([CH2:21][CH2:22][CH2:23][CH:24]([CH3:25])[CH3:26])[CH3:27])[C:32]2([CH3:35])[CH2:33][CH2:34]1. Reactants: ClC1=NC=CC=C1C1=NC(=NC=N1)NC ([4-(2-chloro-pyridin-3-yl)-[1,3,5]triazin-2-yl]-methyl-amine), FC1=C(C(=O)O)C=C(C=C1)O (2-fluoro-5-hydroxybenzoic acid), C(=O)([O-])[O-].[Cs+].[Cs+] (Cs2CO3), CS(=O)C (DMSO). Solvent: O (water). Conditions: temperature 130 celsius. Yields the product FC1=C(C(=O)O)C=C(C=C1)OC1=NC=CC=C1C1=NC=NC(=N1)NC (2-fluoro-5-[3-(4-methylamino-[1,3,5]triazin-2-yl)-pyridin-2-yloxy]-benzoic acid). As a reaction SMILES: Cl[C:2]1[C:7]([C:8]2[N:13]=[CH:12][N:11]=[C:10]([NH:14][CH3:15])[N:9]=2)=[CH:6][CH:5]=[CH:4][N:3]=1.[F:16][C:17]1[CH:25]=[CH:24][C:23]([OH:26])=[CH:22][C:18]=1[C:19]([OH:21])=[O:20].C([O-])([O-])=O.[Cs+].[Cs+].CS(C)=O>O>[F:16][C:17]1[CH:25]=[CH:24][C:23]([O:26][C:2]2[C:7]([C:8]3[N:9]=[C:10]([NH:14][CH3:15])[N:11]=[CH:12][N:13]=3)=[CH:6][CH:5]=[CH:4][N:3]=2)=[CH:22][C:18]=1[C:19]([OH:21])=[O:20] |f:2.3.4|. Procedure details: To [4-(2-chloro-pyridin-3-yl)-[1,3,5]triazin-2-yl]-methyl-amine (6.90 g, 31.1 mmol), 2-fluoro-5-hydroxybenzoic acid (4.9 g, 31.1 mmol) and Cs2CO3 (20.3 g, 62.2 mmol) was added DMSO (25 mL). The mixture was heated overnight at 130° C. in a sealed tube. The cooled mixture was diluted with water and extracted with EtOAc. The aqueous layer was acidified (pH˜4) with TFA and the resulting solid was filtered, washed with water and dried to yield 2-fluoro-5-[3-(4-methylamino-[1,3,5]triazin-2-yl)-pyridin... Starting materials: ice water, NC1CS(CC1)(=O)=O (3-amino-1,1-dioxotetrahydrothiophene), FC1=CC=C(C=C1)NC(=O)C=1C(=NC(=NC1)SC)Cl (4-chloro-2-methylsulfanylpyrimidine-5-carboxylic acid (4-fluorophenyl)amide), CCN(C(C)C)C(C)C (DIPEA). The solvent is CO (methanol). Run at time 16 hour. Product: FC1=CC=C(C=C1)NC(=O)C=1C(=NC(=NC1)SC)NC1CS(CC1)(=O)=O (4-(1,1-Dioxotetrahydrothiophen-3-ylamino)-2-methylsulfanylpyrimidine-5-carboxylic acid (4-fluorophenyl)amide). Isolated yield 55.2%. As a reaction SMILES: [NH2:1][CH:2]1[CH2:6][CH2:5][S:4](=[O:8])(=[O:7])[CH2:3]1.CCN(C(C)C)C(C)C.[F:18][C:19]1[CH:24]=[CH:23][C:22]([NH:25][C:26]([C:28]2[C:29](Cl)=[N:30][C:31]([S:34][CH3:35])=[N:32][CH:33]=2)=[O:27])=[CH:21][CH:20]=1>CO>[F:18][C:19]1[CH:24]=[CH:23][C:22]([NH:25][C:26]([C:28]2[C:29]([NH:1][CH:2]3[CH2:6][CH2:5][S:4](=[O:8])(=[O:7])[CH2:3]3)=[N:30][C:31]([S:34][CH3:35])=[N:32][CH:33]=2)=[O:27])=[CH:21][CH:20]=1. Procedure details: To a suspension of 3-amino-1,1-dioxotetrahydrothiophene (345 mg, 2.01 mmol) in methanol (5 mL) was added DIPEA (350 μL) followed by 4-chloro-2-methylsulfanylpyrimidine-5-carboxylic acid (4-fluorophenyl)amide (200 mg, 0.67 mmol). The mixture was allowed to stir for 16 h. The resulting mixture was poured into ice-water and the resulting solids were collected by filtration. The solids were washed with ethyl acetate and hexanes and were dried. This afforded 147 mg (0.37 mmol, 55% yield) of the title... The reactants are solution, [N+](CCCC)(CCCC)(CCCC)CCCC.[F-] (Bu4NF), FC(C=1C=C(C=CC1)NC(=O)C1=NOC2=C1C=CC(=C2)O[Si](C(C)C)(C(C)C)C(C)C)(F)F (6-triisopropylsilanyloxy-benzo[d]isoxazole-3-carboxylic acid (3-trifluoromethyl-phenyl)-amide). Run in C1CCOC1 (THF), C1CCOC1 (THF). Reaction conditions: time 55 minute. The product is FC(C=1C=C(C=CC1)NC(=O)C1=NOC2=C1C=CC(=C2)O)(F)F (6-Hydroxy-benzo[d]isoxazole-3-carboxylic acid (3-trifluoromethyl-phenyl)-amide). As a reaction SMILES: [N+](CCCC)(CCCC)(CCCC)CCCC.[F-].[F:19][C:20]([F:51])([F:50])[C:21]1[CH:22]=[C:23]([NH:27][C:28]([C:30]2[C:34]3[CH:35]=[CH:36][C:37]([O:39][Si](C(C)C)(C(C)C)C(C)C)=[CH:38][C:33]=3[O:32][N:31]=2)=[O:29])[CH:24]=[CH:25][CH:26]=1>C1COCC1>[F:51][C:20]([F:19])([F:50])[C:21]1[CH:22]=[C:23]([NH:27][C:28]([C:30]2[C:34]3[CH:35]=[CH:36][C:37]([OH:39])=[CH:38][C:33]=3[O:32][N:31]=2)=[O:29])[CH:24]=[CH:25][CH:26]=1 |f:0.1|. Reported procedure: 5.5 ml of a 1 M solution of Bu4NF in THF are added to a solution of 1.045 g (2.18 mMol) 6-triisopropylsilanyloxy-benzo[d]isoxazole-3-carboxylic acid (3-trifluoromethyl-phenyl)-amide dissolved in 25 ml THF. After 55 min, the solution is concentrated in vacuo, the residue redissolved in water and EtOAc, the aq. layer separated off and extracted twice with EtOAc. The organic layers are washed twice with water and brine, dried (Na2SO4) and concentrated. Trituration in hexane gives the title compound...